describe an organic reaction: reactants, conditions, products, and yield From a dataset of the Open Reaction Database (ORD), a public repository of structured organic reaction records. Starting materials: ClC1=NC=CC=C1N1N=C(N=C1CCl)C(=O)O (1-(2-chloro-3-pyridyl)-5-(chloromethyl)-1H-1,2,4-triazole-3-carboxylic acid), COC1=CC=C(N)C=C1 (4-methoxyaniline). Yields the product COC1=CC=C(C=C1)N1CC=2N(C3=C1N=CC=C3)N=C(N2)C(=O)O (5-(4-methoxyphenyl)-4,5-dihydropyrido[2,3-e][1,2,4]triazolo[1,5-a]pyrazine-2-carboxylic acid). RXN SMILES: Cl[C:2]1[C:7]([N:8]2[C:12]([CH2:13]Cl)=[N:11][C:10]([C:15]([OH:17])=[O:16])=[N:9]2)=[CH:6][CH:5]=[CH:4][N:3]=1.[CH3:18][O:19][C:20]1[CH:26]=[CH:25][C:23]([NH2:24])=[CH:22][CH:21]=1>>[CH3:18][O:19][C:20]1[CH:26]=[CH:25][C:23]([N:24]2[C:2]3[N:3]=[CH:4][CH:5]=[CH:6][C:7]=3[N:8]3[N:9]=[C:10]([C:15]([OH:17])=[O:16])[N:11]=[C:12]3[CH2:13]2)=[CH:22][CH:21]=1. Procedure: using 10.00 g (0.037 mol) of 1-(2-chloro-3-pyridyl)-5-(chloromethyl)-1H-1,2,4-triazole-3-carboxylic acid and 15.80 g (0.128 mol) of 4-methoxyaniline there is obtained 5-(4-methoxyphenyl)-4,5-dihydropyrido[2,3-e][1,2,4]triazolo[1,5-a]pyrazine-2-carboxylic acid and the methyl ester thereof which, after recrystallisation from methylene chloride/isopropanol, melts at 190°-196°; The reactants are FC1=C(C(=O)N[C@@H](CCC(=O)OCC)C(=O)OCC)C=CC(=C1)N(CC=1C=C2C(N(C=NC2=CC1)COC(C(C)(C)C)=O)=O)CC#C (Diethyl N-(2-fluoro-4-(N-((3,4-dihydro-4-oxo-3((pivaloyl)oxy)methyl-6-quinazolinyl)methyl)prop-2-ynylamino)benzoyl)-L-glutamate), O=C1N(C=NC2=CC=C(C=C12)CN(C1=CC=C(C(=O)N[C@@H](CCC(=O)OCC)C(=O)OCC)C=C1)CC#C)COC(C(C)(C)C)=O (Diethyl N-(4-(N-((3,4-dihydro-4-oxo-3-((pivaloyl)oxy) methyl-6-quinazolinyl)methyl)prop-2-ynylamino)benzoyl)-L-glutamate). Product: FC1=C(C(=O)N[C@@H](CCC(=O)O)C(=O)O)C=CC(=C1)N(CC=1C=C2C(NC=NC2=CC1)=O)CC#C (N-(2-Fluoro-4-(N-((3,4-dihydro-4-oxo-6-quinazolinyl)-methyl)prop-2-ynylamino)benzoyl)-L-glutamic acid). As a reaction SMILES: [F:1][C:2]1[CH:23]=[C:22]([N:24]([CH2:45][C:46]#[CH:47])[CH2:25][C:26]2[CH:27]=[C:28]3[C:33](=[CH:34][CH:35]=2)[N:32]=[CH:31][N:30](COC(=O)C(C)(C)C)[C:29]3=[O:44])[CH:21]=[CH:20][C:3]=1[C:4]([NH:6][C@H:7]([C:15]([O:17]CC)=[O:16])[CH2:8][CH2:9][C:10]([O:12]CC)=[O:11])=[O:5].O=C1C2C(=CC=C(CN(CC#C)C3C=CC(C(N[C@H](C(OCC)=O)CCC(OCC)=O)=O)=CC=3)C=2)N=CN1COC(=O)C(C)(C)C>>[F:1][C:2]1[CH:23]=[C:22]([N:24]([CH2:45][C:46]#[CH:47])[CH2:25][C:26]2[CH:27]=[C:28]3[C:33](=[CH:34][CH:35]=2)[N:32]=[CH:31][NH:30][C:29]3=[O:44])[CH:21]=[CH:20][C:3]=1[C:4]([NH:6][C@H:7]([C:15]([OH:17])=[O:16])[CH2:8][CH2:9][C:10]([OH:12])=[O:11])=[O:5]. Procedure details: This compound was prepared from compound (10) in a similar manner to that for the preparation of CB 3804 from compound 5 in Example 1 using the reagent quantities and conditions set out in Table B. Reactants: CO, CCS(=O)(=O)NCc1ccc([N+](=O)[O-])cc1, NN. The product is CCS(=O)(=O)NCc1ccc(N)cc1. Reaction SMILES: [CH3:19][OH:20].[N+:1]([O-:2])(=[O:3])[c:4]1[cH:5][cH:6][c:7]([CH2:8][NH:9][S:10](=[O:11])(=[O:12])[CH2:13][CH3:14])[cH:15][cH:16]1.[NH2:17][NH2:18]>>[NH2:1][c:4]1[cH:5][cH:6][c:7]([CH2:8][NH:9][S:10](=[O:11])(=[O:12])[CH2:13][CH3:14])[cH:15][cH:16]1. Reactants: CO, Cl, [Na+], [OH-], O, CCOC(=O)C1(c2ccccc2)CCN(CC=CC(C#N)(c2ccccc2)c2ccccc2)CC1. Yields the product Cl, N#CC(C=CCN1CCC(C(=O)O)(c2ccccc2)CC1)(c1ccccc1)c1ccccc1. RXN SMILES: [CH3:38][OH:39].[ClH:40].[Na+:37].[OH-:36].[OH2:41].[c:1]1([C:7]([C:8]#[N:9])([CH:10]=[CH:11][CH2:12][N:13]2[CH2:14][CH2:15][C:16]([c:19]3[cH:20][cH:21][cH:22][cH:23][cH:24]3)([C:25](=[O:26])[O:27][CH2:28][CH3:29])[CH2:17][CH2:18]2)[c:30]2[cH:31][cH:32][cH:33][cH:34][cH:35]2)[cH:2][cH:3][cH:4][cH:5][cH:6]1>>[ClH:40].[c:1]1([C:7]([C:8]#[N:9])([CH:10]=[CH:11][CH2:12][N:13]2[CH2:14][CH2:15][C:16]([c:19]3[cH:20][cH:21][cH:22][cH:23][cH:24]3)([C:25](=[O:26])[OH:27])[CH2:17][CH2:18]2)[c:30]2[cH:31][cH:32][cH:33][cH:34][cH:35]2)[cH:2][cH:3][cH:4][cH:5][cH:6]1. Run at time 10 minute. Reactants: CN1N=CC(=C1)B1OC(C(O1)(C)C)(C)C (1-methyl-4-(4,4,5,5-tetramethyl-1,3,2-dioxaborolan-2-yl)-1H-pyrazole), C([O-])([O-])=O.[K+].[K+] (potassium carbonate), C1(CCCCC1)P(C1CCCCC1)C1CCCCC1 (tricyclohexylphosphine), ClC1=C(N=C(N=N1)C1=NN(C2=NC=CC=C21)CC2=C(C=CC=C2)F)N (6-chloro-3-[1-(2-fluorobenzyl)-1H-pyrazolo[3,4-b]pyridin-3-yl]-1,2,4-triazine-5-amine). Reported procedure: Under an argon atmosphere, 140 mg (purity 65%, 0.256 mmol) of 6-chloro-3-[1-(2-fluorobenzyl)-1H-pyrazolo[3,4-b]pyridin-3-yl]-1,2,4-triazine-5-amine were suspended in 5 ml of absolute dioxane. 160 mg (0.767 mmol) of 1-methyl-4-(4,4,5,5-tetramethyl-1,3,2-dioxaborolan-2-yl)-1H-pyrazole, 1.023 ml (1.023 mmol) of 1N aqueous potassium carbonate solution and 14 mg (0.051 mmol) of tricyclohexylphosphine were added and argon was passed through the suspension for 10 min with stirring. Then, 28 mg (0.038 m... The solvent is O1CCOCC1 (dioxane). Reagents/catalysts: C1=CC=C(C=C1)P([C-]2C=CC=C2)C3=CC=CC=C3.C1=CC=C(C=C1)P([C-]2C=CC=C2)C3=CC=CC=C3.Cl[Pd]Cl.[Fe+2] (1,1′-bis(diphenylphosphino)ferrocenepalladium(II) chloride). RXN SMILES: Cl[C:2]1[N:7]=[N:6][C:5]([C:8]2[C:16]3[C:11](=[N:12][CH:13]=[CH:14][CH:15]=3)[N:10]([CH2:17][C:18]3[CH:23]=[CH:22][CH:21]=[CH:20][C:19]=3[F:24])[N:9]=2)=[N:4][C:3]=1[NH2:25].[CH3:26][N:27]1[CH:31]=[C:30](B2OC(C)(C)C(C)(C)O2)[CH:29]=[N:28]1.C(=O)([O-])[O-].[K+].[K+].C1(P(C2CCCCC2)C2CCCCC2)CCCCC1>O1CCOCC1.C1C=CC(P(C2C=CC=CC=2)[C-]2C=CC=C2)=CC=1.C1C=CC(P(C2C=CC=CC=2)[C-]2C=CC=C2)=CC=1.Cl[Pd]Cl.[Fe+2]>[F:24][C:19]1[CH:20]=[CH:21][CH:22]=[CH:23][C:18]=1[CH2:17][N:10]1[C:11]2=[N:12][CH:13]=[CH:14][CH:15]=[C:16]2[C:8]([C:5]2[N:6]=[N:7][C:2]([C:30]3[CH:29]=[N:28][N:27]([CH3:26])[CH:31]=3)=[C:3]([NH2:25])[N:4]=2)=[N:9]1 |f:2.3.4,7.8.9.10|. The product is FC1=C(CN2N=C(C=3C2=NC=CC3)C=3N=NC(=C(N3)N)C=3C=NN(C3)C)C=CC=C1 (3-[1-(2-Fluorobenzyl)-1H-pyrazolo[3,4-b]pyridin-3-yl]-6-(1-methyl-1H-pyrazol-4-yl)-1,2,4-triazine-5-amine). The yield is 64.2%. Starting materials: ClC=1C=C2C3=C(C(=NC4=C(N3CC2)C=CC=C4)N4CCN(CC4)C)C1 (4-chloro-6-(4-methyl-1-piperazinyl)-1,2,-dihydrobenzo[b]pyrrolo[3,2,1-jk][1,4]benzodiazepine). Reagents/catalysts: [O-2].[O-2].[Mn+4] (manganese dioxide). Run in C(Cl)(Cl)Cl (chloroform). Yields the product ClC=1C=C2C3=C(C(=NC4=C(N3C=C2)C=CC=C4)N4CCN(CC4)C)C1 (4-Chloro-6-(4-methyl-1-piperazinyl)benzo[b]pyrrolo[3,2,1-jk]-[1,4]benzodiazepine). Yield: 63.7%. Reaction SMILES: [Cl:1][C:2]1[CH:3]=[C:4]2[CH2:13][CH2:12][N:11]3[C:5]2=[C:6]([CH:25]=1)[C:7]([N:18]1[CH2:23][CH2:22][N:21]([CH3:24])[CH2:20][CH2:19]1)=[N:8][C:9]1[CH:17]=[CH:16][CH:15]=[CH:14][C:10]=13>C(Cl)(Cl)Cl.[O-2].[O-2].[Mn+4]>[Cl:1][C:2]1[CH:3]=[C:4]2[CH:13]=[CH:12][N:11]3[C:5]2=[C:6]([CH:25]=1)[C:7]([N:18]1[CH2:23][CH2:22][N:21]([CH3:24])[CH2:20][CH2:19]1)=[N:8][C:9]1[CH:17]=[CH:16][CH:15]=[CH:14][C:10]=13 |f:2.3.4|. Reported procedure: To a solution of 4-chloro-6-(4-methyl-1-piperazinyl)-1,2,-dihydrobenzo[b]pyrrolo[3,2,1-jk][1,4]benzodiazepine (6 g, 17 mmoles), in chloroform (150 ml) was added manganese dioxide (10.5 g). The mixture was heated under reflux for 24 hours. The mixture was cooled, filtered and the solid was washed with dichloromethane (200 ml). The filtrate was then concentrated to dryness. The residue was purified by flash chromatography over a silica gel column (150 g), eluted with 2% methanol in dichloromethane... Starting materials: C[C@@]12C(CC[C@H]1[C@@H]1CCC3=CC(CC[C@]3(C)C1=CC2)=O)=O (4,9(11)-androstadiene-3,17-dione), (1969)]in, O1CCOCC1 (dioxane), COC(OC)OC (orthoformic acid trimethyl ester), C1(=CC=C(C=C1)S(=O)(=O)O)C (p-toluenesulfonic acid). The solvent is N1=CC=CC=C1 (pyridine). Reaction conditions: time 48 hour. Product: crude product, COC1=CC2=CC[C@H]3[C@@H]4CCC([C@@]4(C)CC=C3[C@]2(CC1)C)=O (3-methoxy-3,5,9(11)-androstatrien-17-one). As a reaction SMILES: [CH3:1][C@:2]12[CH2:19][CH:18]=[C:17]3[C@@H:7]([CH2:8][CH2:9][C:10]4[C@:15]3([CH3:16])[CH2:14][CH2:13][C:12](=[O:20])[CH:11]=4)[C@@H:6]1[CH2:5][CH2:4][C:3]2=[O:21].O1CCOC[CH2:23]1.COC(OC)OC.C1(C)C=CC(S(O)(=O)=O)=CC=1>N1C=CC=CC=1>[CH3:23][O:20][C:12]1[CH2:13][CH2:14][C@@:15]2([CH3:16])[C:10](=[CH:9][CH2:8][C@@H:7]3[C:17]2=[CH:18][CH2:19][C@@:2]2([CH3:1])[C@H:6]3[CH2:5][CH2:4][C:3]2=[O:21])[CH:11]=1. Procedure: 11.5 g of 4,9(11)-androstadiene-3,17-dione [U.S. Pat. No. 3,441,559 (1969)]in 200 ml of dioxane is reacted with 20 ml of orthoformic acid trimethyl ester and 100 mg of p-toluenesulfonic acid. After 48 hours, 5 ml of pyridine is added to the solution, the latter is concentrated under vacuum, the residue taken up in ethyl acetate, washed with water, and dried over sodium sulfate. After chromatography of the crude product with a hexane-ethyl acetate gradient on silica gel containing 2% triethylamin...